Task: describe an organic reaction: reactants, conditions, products, and yield. Dataset: the Open Reaction Database (ORD), a public repository of structured organic reaction records The reactants are C(C)(=O)O[BH-](OC(C)=O)OC(C)=O.[Na+] (sodium triacetoxyborohydride), N1C(CCC1)CO (pyrrolidin-2-ylmethanol), C(C)(=O)O (acetic acid), NC1=NC2=CC=C(C=C2C(=N1)C(=O)N1CC2=CC=CC=C2C1)C1=C(C=O)C=CC=C1 (2-[2-amino-4-(1,3-dihydroisoindole-2-carbonyl)quinazolin-6-yl]benzaldehyde). The solvent is ClCCCl (1,2-dichloroethane), O (water), O1CCCC1 (tetrahydrofuran). Reaction conditions: temperature 60 celsius, time 6 hour. The product is NC1=NC2=CC=C(C=C2C(=N1)C(=O)N1CC2=CC=CC=C2C1)C1=C(C=CC=C1)CN1C(CCC1)CO ({2-Amino-6-[2-(2-hydroxymethylpyrrolidin-1-ylmethyl)phenyl]quinazolin-4-yl}-(1,3-dihydroisoindol-2-yl)methanone). As a reaction SMILES: [NH2:1][C:2]1[N:11]=[C:10]([C:12]([N:14]2[CH2:22][C:21]3[C:16](=[CH:17][CH:18]=[CH:19][CH:20]=3)[CH2:15]2)=[O:13])[C:9]2[C:4](=[CH:5][CH:6]=[C:7]([C:23]3[CH:30]=[CH:29][CH:28]=[CH:27][C:24]=3[CH:25]=O)[CH:8]=2)[N:3]=1.[NH:31]1[CH2:35][CH2:34][CH2:33][CH:32]1[CH2:36][OH:37].C(O)(=O)C.C(O[BH-](OC(=O)C)OC(=O)C)(=O)C.[Na+]>ClCCCl.O1CCCC1.O>[NH2:1][C:2]1[N:11]=[C:10]([C:12]([N:14]2[CH2:15][C:16]3[C:21](=[CH:20][CH:19]=[CH:18][CH:17]=3)[CH2:22]2)=[O:13])[C:9]2[C:4](=[CH:5][CH:6]=[C:7]([C:23]3[CH:30]=[CH:29][CH:28]=[CH:27][C:24]=3[CH2:25][N:31]3[CH2:35][CH2:34][CH2:33][CH:32]3[CH2:36][OH:37])[CH:8]=2)[N:3]=1 |f:3.4|. Reported procedure: 100 mg of 2-[2-amino-4-(1,3-dihydroisoindole-2-carbonyl)quinazolin-6-yl]benzaldehyde are dissolved in 2 ml of 1,2-dichloroethane and 2 ml of tetrahydrofuran. 51 mg of pyrrolidin-2-ylmethanol and 15 μl of glacial acetic acid are added, and the mixture is stirred at 60° C. for 6 h. After cooling to 25° C., 170 mg of sodium triacetoxyborohydride are added and stirred at 25° C. for a further 12 h. The mixture is poured into water, extracted three times with dichloromethane, and the combined organic ...